Dataset: the Open Reaction Database (ORD), a public repository of structured organic reaction records. Task: describe an organic reaction: reactants, conditions, products, and yield Reactants: F[B-](F)(F)F.C1(CC1)[S+](C1=CC=CC=C1)C1=CC=CC=C1 (cyclopropyl diphenyl sulfonium tetrafluoroborate), C1=C(C=CC2=CC=CC=C12)S(=O)(=O)[O-].[K+] (potassium naphthalene-2-sulfonate). The solvent is O (water). Run at temperature 90 celsius. Product: C1(CC1)[S+](C1=CC=CC=C1)C1=CC=CC=C1.C1=C(C=CC2=CC=CC=C12)S(=O)(=O)[O-] (Cyclopropyldiphenylsulfonium 2-naphthalene sulfonate). As a reaction SMILES: F[B-](F)(F)F.[CH:6]1([S+:9]([C:16]2[CH:21]=[CH:20][CH:19]=[CH:18][CH:17]=2)[C:10]2[CH:15]=[CH:14][CH:13]=[CH:12][CH:11]=2)[CH2:8][CH2:7]1.[CH:22]1[C:31]2[C:26](=[CH:27][CH:28]=[CH:29][CH:30]=2)[CH:25]=[CH:24][C:23]=1[S:32]([O-:35])(=[O:34])=[O:33].[K+]>O>[CH:6]1([S+:9]([C:16]2[CH:21]=[CH:20][CH:19]=[CH:18][CH:17]=2)[C:10]2[CH:15]=[CH:14][CH:13]=[CH:12][CH:11]=2)[CH2:8][CH2:7]1.[CH:22]1[C:31]2[C:26](=[CH:27][CH:28]=[CH:29][CH:30]=2)[CH:25]=[CH:24][C:23]=1[S:32]([O-:35])(=[O:34])=[O:33] |f:0.1,2.3,5.6|. Procedure: 5.0 g. of cyclopropyl diphenyl sulfonium tetrafluoroborate is dissolved in 30 ml. water by heating the solution to 90°-95° C. To this is added 50 ml. of a hot solution of potassium naphthalene-2-sulfonate (obtained by heating 49.7 g. of naphthalene-2-sulfonic acid and 12 g. potassium hydroxide in 100 ml. water). The above reaction mixture is then mixed vigorously and maintained at 90° C. for a few minutes and then allowed to cool gradually to room temperature. The reaction mixture is then filter... The reactants are C(#N)C1=CC=C(C=C1)CC(=O)OC (methyl 4-cyanobenzene acetate), Cl (hydrochloric acid), [H][H] (hydrogen). Product: Cl.COC(=O)CC1=CC=C(C=C1)CN (4-(Methoxycarbonylmethyl)benzenemethanamine-hydrochloride). Run in CO (methanol). Procedure: A solution of 8.8 g (0.05 Mol) of methyl 4-cyanobenzene acetate in 200 ml of methanol was hydrogenated, after the addition of 50 ml of 1 N aqueous hydrochloric acid and 3 g of palladium on activated charcoal (10%), at ambient temperature under a hydrogen pressure of 3 bar until the uptake of hydrogen had ended. The solution freed from catalyst was evaporated down, the residue was combined with two batches of 50 ml of toluene and evaporated down again. 10.7 g (99% of theory) of a crude crystallin... Reaction SMILES: [C:1]([C:3]1[CH:8]=[CH:7][C:6]([CH2:9][C:10]([O:12][CH3:13])=[O:11])=[CH:5][CH:4]=1)#[N:2].[ClH:14].[H][H]>CO.[Pd]>[ClH:14].[CH3:13][O:12][C:10]([CH2:9][C:6]1[CH:7]=[CH:8][C:3]([CH2:1][NH2:2])=[CH:4][CH:5]=1)=[O:11] |f:5.6|. The reagents and catalysts are [Pd] (palladium on activated charcoal). Reported procedure: To EtSH (12.5 g, 14.9 mL. 0.20 mol) in anhydrous ethyl ether (300 mL) at -78° C. under a dry nitrogen atmosphere in a 1 L single neck RB flask was added slowly via syringe 1.6M n-BuLi (113 mL, 0.180 mol) over 1 hour. After addition was complete, the ether was removed under vacuum and a solution of [3,4-dihydro-6-methoxy-2-(3-methoxyphenyl)-1-naphthalenyl](4-methoxyphenyl)methanone, (24.0 g, 0.065 mol) in anhydrous DMF (150 mL) was added. The reaction mixture was heated at 70-80° C. for 2.5 hours... Run in C(C)OCC (ethyl ether), CCOC(=O)C (EtOAc), CN(C)C=O (DMF). Run at temperature 75 celsius, time 20 hour. Product: COC=1C=C2CCC(=C(C2=CC1)C(=O)C1=CC=C(C=C1)O)C1=CC(=CC=C1)OC ([3,4-Dihydro-6-methoxy-2-(3-methoxyphenyl)-1-naphthalenyl](4-hydroxyphenyl)methanone). The reactants are CCS (EtSH), [Li]CCCC (n-BuLi), C1(=CC=CC=C1)C (Toluene), COC=1C=C2CCC(=C(C2=CC1)C(=O)C1=CC=C(C=C1)OC)C1=CC(=CC=C1)OC ([3,4-dihydro-6-methoxy-2-(3-methoxyphenyl)-1-naphthalenyl](4-methoxyphenyl)methanone). As a reaction SMILES: CCS.[Li]CCCC.[CH3:9][O:10][C:11]1[CH:12]=[C:13]2[C:18](=[CH:19][CH:20]=1)[C:17]([C:21]([C:23]1[CH:28]=[CH:27][C:26]([O:29]C)=[CH:25][CH:24]=1)=[O:22])=[C:16]([C:31]1[CH:36]=[CH:35][CH:34]=[C:33]([O:37][CH3:38])[CH:32]=1)[CH2:15][CH2:14]2.C1(C)C=CC=CC=1>C(OCC)C.CN(C=O)C.CCOC(C)=O>[CH3:9][O:10][C:11]1[CH:12]=[C:13]2[C:18](=[CH:19][CH:20]=1)[C:17]([C:21]([C:23]1[CH:28]=[CH:27][C:26]([OH:29])=[CH:25][CH:24]=1)=[O:22])=[C:16]([C:31]1[CH:36]=[CH:35][CH:34]=[C:33]([O:37][CH3:38])[CH:32]=1)[CH2:15][CH2:14]2. The reactants are COC(=O)N1CC[C@@H]2[C@](CCC[C@H]12)(C#CC=1C=C(C=CC1)C)O ((3aS,4R,7aS)-4-hydroxy-4-m-tolylethynyl-octahydro-indole-1-carboxylic acid methyl ester), COCC(=O)O (methoxy-acetic acid). Reaction SMILES: [CH3:1][O:2][C:3]([N:5]1[C@@H:13]2[C@@H:8]([C@@:9]([OH:23])([C:14]#[C:15][C:16]3[CH:17]=[C:18]([CH3:22])[CH:19]=[CH:20][CH:21]=3)[CH2:10][CH2:11][CH2:12]2)[CH2:7][CH2:6]1)=[O:4].[CH3:24][O:25][CH2:26][C:27](O)=[O:28]>>[CH3:1][O:2][C:3]([N:5]1[C@H:13]2[C@H:8]([C@:9]([O:23][C:27](=[O:28])[CH2:26][O:25][CH3:24])([C:14]#[C:15][C:16]3[CH:17]=[C:18]([CH3:22])[CH:19]=[CH:20][CH:21]=3)[CH2:10][CH2:11][CH2:12]2)[CH2:7][CH2:6]1)=[O:4]. Procedure details: Synthesis in analogy to the General Method 1 starting from (3aS,4R,7aS)-4-hydroxy-4-m-tolylethynyl-octahydro-indole-1-carboxylic acid methyl ester and methoxy-acetic acid to yield (3aR,4S,7aR)-4-(2-methoxy-acetoxy)-4-m-tolylethynyl-octahydro-indole-1-carboxylic acid methyl ester. MS [M+H] 296 (ester elimination ion); RT=7.930 min; HPLC Method I Product: COC(=O)N1CC[C@H]2[C@@](CCC[C@@H]12)(C#CC=1C=C(C=CC1)C)OC(COC)=O ((3aR,4S,7aR)-4-(2-methoxy-acetoxy)-4-m-tolylethynyl-octahydro-indole-1-carboxylic acid methyl ester). Starting materials: C(C)(C)(C)OC(=O)N[C@@H](C(=S)O)CC(C1=CC=CC=C1)(C1=CC=CC=C1)C1=CC=CC=C1 (2(R)-tert-butoxycarbonylamino-3-triphenylmethyl-thiopropionic acid), Cl.CNOC (N,O-dimethylhydroxylamine hydrochloride), CN1CCOCC1 (N-methylmorpholine), Cl.CNOC (N,O-dimethyl-hydroxylamine hydrochloride), CN1CCOCC1 (N-methyl-morpholine), CN1CCOCC1 (N-methylmorpholine), C(C)(C)OC(=O)Cl (isopropylchloroformate). The solvent is O1CCCC1 (tetrahydrofuran), C(Cl)Cl (methylene chloride), C(Cl)Cl (methylene chloride), ClCCl (dichloromethane). Run at temperature -30 celsius. The product is CON(C([C@@H](CC(C1=CC=CC=C1)(C1=CC=CC=C1)C1=CC=CC=C1)NC(=O)OC(C)(C)C)=S)C (N-Methoxy-N-methyl 2(R)-tert-butoxycarbonylamino-3-triphenylmethylthiopropionamide). Reaction SMILES: Cl.[CH3:2][NH:3][O:4][CH3:5].CN1CCOCC1.[C:13]([O:17][C:18]([NH:20][C@H:21]([CH2:25][C:26]([C:39]1[CH:44]=[CH:43][CH:42]=[CH:41][CH:40]=1)([C:33]1[CH:38]=[CH:37][CH:36]=[CH:35][CH:34]=1)[C:27]1[CH:32]=[CH:31][CH:30]=[CH:29][CH:28]=1)[C:22](O)=[S:23])=[O:19])([CH3:16])([CH3:15])[CH3:14].C(OC(Cl)=O)(C)C>ClCCl.O1CCCC1>[CH3:5][O:4][N:3]([CH3:2])[C:22](=[S:23])[C@H:21]([NH:20][C:18]([O:17][C:13]([CH3:15])([CH3:14])[CH3:16])=[O:19])[CH2:25][C:26]([C:39]1[CH:40]=[CH:41][CH:42]=[CH:43][CH:44]=1)([C:33]1[CH:34]=[CH:35][CH:36]=[CH:37][CH:38]=1)[C:27]1[CH:28]=[CH:29][CH:30]=[CH:31][CH:32]=1 |f:0.1|. Procedure details: The title compound was synthesized essentially according to the procedure described by O. P. Goel, U. Krolls, M. Stier, and S. Kesten in Organic Syntheses, 1988, 67, 69-75. Thus N,O-dimethyl-hydroxylamine hydrochloride (1.05 g, 10.82 mmol) and N-methyl-morpholine (1.22 mL, 11.14 mmol) were stirred in dichloromethane (6 mL) under nitrogen at 0° C. for 30 min. In a separate flask, 2(R)-tert-butoxycarbonylamino-3-triphenylmethyl-thiopropionic acid (5.02 g, 10.82 mmol) in tetrahydrofuran (11.5 mL, d... The reactants are Cuprous cyanide, ClC1=C(C=CC=C1[N+](=O)[O-])[N+](=O)[O-] (1-Chloro-2,6-dinitrobenzene), CN(C=O)C (dimethylformamide), O (water). Product: [N+](=O)([O-])C1=C(C#N)C(=CC=C1)[N+](=O)[O-] (2,6-Dinitrobenzonitrile). Reaction SMILES: Cl[C:2]1[C:7]([N+:8]([O-:10])=[O:9])=[CH:6][CH:5]=[CH:4][C:3]=1[N+:11]([O-:13])=[O:12].O.[CH3:15][N:16](C)C=O>>[N+:11]([C:3]1[CH:4]=[CH:5][CH:6]=[C:7]([N+:8]([O-:10])=[O:9])[C:2]=1[C:15]#[N:16])([O-:13])=[O:12]. Procedure: 1-Chloro-2,6-dinitrobenzene (40.4 grams) is dissolved in anhydrous dimethylformamide (200 ml.). Cuprous cyanide (72 grams) is added and the stirred reaction mixture is heated to reflux for 6 hours. The dark brown reaction mixture is cooled and poured into water (1.5 l.) with stirring. The tan precipitate is collected by filtration and then extracted three times with hot ethanol (300 ml.). Removal of two-thirds of the solvent from combined ethanol extracts under reduced pressure gives a tan preci...